From a dataset of the Open Reaction Database (ORD), a public repository of structured organic reaction records. describe an organic reaction: reactants, conditions, products, and yield Starting materials: [Si](C)(C)(C(C)(C)C)O[C@H](C)[C@@H]1[C@@H]2N(C(=C([C@@H]2C)C2=CN3C(S2)=CN=C3)C(=O)OCC3=CC=C(C=C3)[N+](=O)[O-])C1=O (4-nitrobenzyl (1S,5R,6S)-6-[(1R)-1-(t-butyldimethylsilyloxy)ethyl]-2-(imidazo[5,1-b]thiazol-2-yl)-1-methyl-1-carbapen-2-em-3-carboxylate), C(C)(=O)O (acetic acid), solution, [F-].C(CCC)[N+](CCCC)(CCCC)CCCC.C1CCOC1 (tetra-n-butylammonium fluoride THF). Solvent: C(C)(=O)OCC (ethyl acetate), C1CCOC1 (THF). Reaction conditions: time 20 hour. The product is O[C@H](C)[C@@H]1[C@@H]2N(C(=C([C@@H]2C)C2=CN3C(S2)=CN=C3)C(=O)OCC3=CC=C(C=C3)[N+](=O)[O-])C1=O (4-nitrobenzyl (1S,5R,6S)-6-((1R)-1-hydroxyethyl)-2-(imidazo[5,1-b]thiazol-2-yl)-1-methyl-1-carbapen-2-em-3-carboxylate). The yield is 64.2%. Reaction SMILES: [Si]([O:8][C@@H:9]([C@H:11]1[C:39](=[O:40])[N:13]2[C:14]([C:26]([O:28][CH2:29][C:30]3[CH:35]=[CH:34][C:33]([N+:36]([O-:38])=[O:37])=[CH:32][CH:31]=3)=[O:27])=[C:15]([C:18]3[S:22][C:21]4=[CH:23][N:24]=[CH:25][N:20]4[CH:19]=3)[C@H:16]([CH3:17])[C@H:12]12)[CH3:10])(C(C)(C)C)(C)C.C(O)(=O)C.[F-].C([N+](CCCC)(CCCC)CCCC)CCC.C1COCC1>C1COCC1.C(OCC)(=O)C>[OH:8][C@@H:9]([C@H:11]1[C:39](=[O:40])[N:13]2[C:14]([C:26]([O:28][CH2:29][C:30]3[CH:31]=[CH:32][C:33]([N+:36]([O-:38])=[O:37])=[CH:34][CH:35]=3)=[O:27])=[C:15]([C:18]3[S:22][C:21]4=[CH:23][N:24]=[CH:25][N:20]4[CH:19]=3)[C@H:16]([CH3:17])[C@H:12]12)[CH3:10] |f:2.3.4|. Procedure: To a solution of 111 mg of 4-nitrobenzyl (1S,5R,6S)-6-[(1R)-1-(t-butyldimethylsilyloxy)ethyl]-2-(imidazo[5,1-b]thiazol-2-yl)-1-methyl-1-carbapen-2-em-3-carboxylate in 3 ml of anhydrous THF were added 0.164 ml of acetic acid and 0.954 ml of a 1 M solution of tetra-n-butylammonium fluoride/THF, and the mixture was stirred at room temperature under the atmosphere of argon at 20 hours. The reaction mixture was diluted with ethyl acetate, and washed with a mixed solvent of semi-saturated aqueous sali...